This data is from the Open Reaction Database (ORD), a public repository of structured organic reaction records. The task is: describe an organic reaction: reactants, conditions, products, and yield Starting materials: O (Water), aqueous solution, [OH-].[Na+] (sodium hydroxide), C(C)OC(=O)C=1C=NN(C1C)C1=NC=C(C=C1Cl)C1CC1 (1-(3-chloro-5-cyclopropylpyridin-2-yl)-5-methyl-1H-pyrazole-4-carboxylic acid ethyl ester), Cl (hydrochloric acid). Run in C(C)O (ethanol). Conditions: temperature 90 celsius, time 6 hour. The product is ClC=1C(=NC=C(C1)C1CC1)N1N=CC(=C1C)C(=O)O (1-(3-Chloro-5-cyclopropylpyridin-2-yl)-5-methyl-1H-pyrazole-4-carboxylic acid). Isolated yield 72.0%. RXN SMILES: O.[OH-].[Na+].C([O:6][C:7]([C:9]1[CH:10]=[N:11][N:12]([C:15]2[C:20]([Cl:21])=[CH:19][C:18]([CH:22]3[CH2:24][CH2:23]3)=[CH:17][N:16]=2)[C:13]=1[CH3:14])=[O:8])C.Cl>C(O)C>[Cl:21][C:20]1[C:15]([N:12]2[C:13]([CH3:14])=[C:9]([C:7]([OH:8])=[O:6])[CH:10]=[N:11]2)=[N:16][CH:17]=[C:18]([CH:22]2[CH2:23][CH2:24]2)[CH:19]=1 |f:1.2|. Procedure details: Water (2 ml) and 4N aqueous solution of sodium hydroxide (2 ml) were added to a solution of 1-(3-chloro-5-cyclopropylpyridin-2-yl)-5-methyl-1H-pyrazole-4-carboxylic acid ethyl ester (240 mg) in ethanol (4 ml) at room temperature, and stirred at 90° C. for six hours. After completion of the reaction, the reaction solution was cooled to 0° C. and 1N hydrochloric acid aqueous solution (9 ml) was added. The precipitated solid was collected by filtration to give the titled compound (157 mg) as a ligh...